This data is from the Open Reaction Database (ORD), a public repository of structured organic reaction records. The task is: describe an organic reaction: reactants, conditions, products, and yield Starting materials: C(C)Br (ethyl bromide), FC1=C(C=CC=C1)C1=NC(C(N(C2=C1C=C(C=C2)[N+](=O)[O-])C)=O)(C)C (5-(o-fluorphenyl)-1,3-dihydro-1,3,3-trimethyl-7-nitro-2H-1,4-benzodiazepin-2-one), crude product, ClC1=CC(=CC=2C(=NC(C(N(C21)CC)=O)(C)C)C2=C(C=CC=C2)F)[N+](=O)[O-] (9-chloro-1-ethyl-5-(o-fluorophenyl)-1,3-dihydro-3,3-dimethyl-7-nitro-2H-1,4-benzodiazepin-2-one). Solvent: CCOCC.CCCCCC (ether n-hexane). Yields the product ClC1=CC(=CC=2C(=NC(C(NC21)=O)(C)C)C2=C(C=CC=C2)F)[N+](=O)[O-] (9-chloro-5-(o-fluorophenyl)-1,3-dihydro-3,3-dimethyl-7-nitro-2H-1,4-benzodiazepin-2-one). Reaction SMILES: C(Br)C.FC1C=CC=CC=1C1C2C=C([N+]([O-])=O)C=CC=2N(C)C(=O)C(C)(C)N=1.[Cl:29][C:30]1[C:40]2[N:39](CC)[C:38](=[O:43])[C:37]([CH3:45])([CH3:44])[N:36]=[C:35]([C:46]3[CH:51]=[CH:50][CH:49]=[CH:48][C:47]=3[F:52])[C:34]=2[CH:33]=[C:32]([N+:53]([O-:55])=[O:54])[CH:31]=1>CCOCC.CCCCCC>[Cl:29][C:30]1[C:40]2[NH:39][C:38](=[O:43])[C:37]([CH3:45])([CH3:44])[N:36]=[C:35]([C:46]3[CH:51]=[CH:50][CH:49]=[CH:48][C:47]=3[F:52])[C:34]=2[CH:33]=[C:32]([N+:53]([O-:55])=[O:54])[CH:31]=1 |f:3.4|. Procedure details: From 10 g (0.028 mol) of 9-chloro-5-(o-fluorophenyl)-1,3-dihydro-3,3-dimethyl-7-nitro-2H-1,4-benzodiazepin-2-one and ethyl bromide there is obtained, in analogy to the details in paragraph (c) of Example 1, with a reaction period of 8 days and chromatography of the crude product on silica gel (elution agent: methylene chloride), 9-chloro-1-ethyl-5-(o-fluorophenyl)-1,3-dihydro-3,3-dimethyl-7-nitro-2H-1,4-benzodiazepin-2-one of melting point 117°-120° (ether/n-hexane). Starting materials: Cl, CCS(=O)(=O)N1CCC(Nc2nn(COCC[Si](C)(C)C)c3c2nc(-c2c(F)cccc2F)c2cc(C=O)ccc23)CC1, O. The product is CCS(=O)(=O)N1CCC(Nc2n[nH]c3c2nc(-c2c(F)cccc2F)c2cc(C=O)ccc23)CC1. Reaction SMILES: [ClH:44].[F:1][c:2]1[c:3](-[c:9]2[n:10][c:11]3[c:12]([c:13]4[cH:14][cH:15][c:16]([CH:19]=[O:20])[cH:17][c:18]24)[n:21]([CH2:36][O:37][CH2:38][CH2:39][Si:40]([CH3:41])([CH3:42])[CH3:43])[n:22][c:23]3[NH:24][CH:25]2[CH2:26][CH2:27][N:28]([S:31](=[O:32])(=[O:33])[CH2:34][CH3:35])[CH2:29][CH2:30]2)[c:4]([F:8])[cH:5][cH:6][cH:7]1.[OH2:45]>>[F:1][c:2]1[c:3](-[c:9]2[n:10][c:11]3[c:12]([c:13]4[cH:14][cH:15][c:16]([CH:19]=[O:20])[cH:17][c:18]24)[nH:21][n:22][c:23]3[NH:24][CH:25]2[CH2:26][CH2:27][N:28]([S:31](=[O:32])(=[O:33])[CH2:34][CH3:35])[CH2:29][CH2:30]2)[c:4]([F:8])[cH:5][cH:6][cH:7]1. Starting materials: COC(=O)N[C@@H]([C@@H](C)CC)C(=O)O (N-methoxycarbonyl-(L)-iso-leucine), C(CCl)Cl (EDC), C=1C=CC2=C(C1)N=NN2O (HOBT), TEA, CC(C)(C1=CC=CC=C1)N1N=C(N=N1)C1=CC=C(C=C1)CN(C[C@@H]([C@H](CC1=CC=CC=C1)N)O)NC(=O)OC(C)(C)C (1-{4-[2-(1-methyl-1-phenyl-ethyl)-2H-tetrazol-5-yl]-phenyl}-4(S)-hydroxy-2-(tert-butoxycarbonyl)amino-5(S)-amino-6-phenyl-2-azahexane). Run in CN(C)C=O (DMF), CN(C)C=O (DMF). Reaction conditions: time 15 minute. The product is CC(C)(C1=CC=CC=C1)N1N=C(N=N1)C1=CC=C(C=C1)CN(C[C@@H]([C@H](CC1=CC=CC=C1)NC([C@@H](NC(=O)OC)[C@@H](C)CC)=O)O)NC(=O)OC(C)(C)C (1-{4-[2-(1-Methyl-1-phenyl-ethyl)-2H-tetrazol-5-yl]-phenyl}-4(S)-hydroxy-2-(tert-butoxycarbonyl)amino-5(S)-N-(N-methoxycarbonyl-(L)-iso-leucyl)amino-6-phenyl-2-azahexane). RXN SMILES: [CH3:1][O:2][C:3]([NH:5][C@H:6]([C:11]([OH:13])=O)[C@H:7]([CH2:9][CH3:10])[CH3:8])=[O:4].C(Cl)CCl.C1C=CC2N(O)N=NC=2C=1.[CH3:28][C:29]([N:37]1[N:41]=[N:40][C:39]([C:42]2[CH:47]=[CH:46][C:45]([CH2:48][N:49]([NH:62][C:63]([O:65][C:66]([CH3:69])([CH3:68])[CH3:67])=[O:64])[CH2:50][C@H:51]([OH:61])[C@@H:52]([NH2:60])[CH2:53][C:54]3[CH:59]=[CH:58][CH:57]=[CH:56][CH:55]=3)=[CH:44][CH:43]=2)=[N:38]1)([C:31]1[CH:36]=[CH:35][CH:34]=[CH:33][CH:32]=1)[CH3:30]>CN(C=O)C>[CH3:30][C:29]([N:37]1[N:41]=[N:40][C:39]([C:42]2[CH:47]=[CH:46][C:45]([CH2:48][N:49]([NH:62][C:63]([O:65][C:66]([CH3:69])([CH3:68])[CH3:67])=[O:64])[CH2:50][C@H:51]([OH:61])[C@@H:52]([NH:60][C:11](=[O:13])[C@H:6]([C@H:7]([CH2:9][CH3:10])[CH3:8])[NH:5][C:3]([O:2][CH3:1])=[O:4])[CH2:53][C:54]3[CH:59]=[CH:58][CH:57]=[CH:56][CH:55]=3)=[CH:44][CH:43]=2)=[N:38]1)([C:31]1[CH:36]=[CH:35][CH:34]=[CH:33][CH:32]=1)[CH3:28]. Procedure: With the exclusion of air, 270 mg (1.43 mmol) of N-methoxycarbonyl-(L)-iso-leucine, 513 mg (2.67 mmol) of EDC and 241 mg (1.78 mmol) of HOBT are dissolved in 7.8 ml of DMF. After stirring for 15 min, 0.75 ml (5.4 mmol) of TEA and 510 mg (0.89 mmol) of 1-{4-[2-(1-methyl-1-phenyl-ethyl)-2H-tetrazol-5-yl]-phenyl}-4(S)-hydroxy-2-(tert-butoxycarbonyl)amino-5(S)-amino-6-phenyl-2-azahexane (Example 25f in 3.7 ml of DMF are added. After 20 hours, the mixture is worked up analogously to Example 25g to yi... Reactants: OCC1=C(C(=CC(=C1)OC)N=NC1=C(C=C(C=C1)C(F)(F)F)[N+](=O)[O-])O (2-(hydroxymethyl)-4-methoxy-6-((2-nitro-4-(trifluoro-methyl)-phenyl)diazenyl)-phenol), [OH-].[Na+] (sodium hydroxide), C(=N)(N)S(=O)O (formamidine sulfinic acid), [OH-].[Na+] (NaOH). The solvent is O (water), O (water), C(CC)O (1-propanol). Reaction conditions: temperature 80 celsius. The product is OCC1=C(C(=CC(=C1)OC)N1N=C2C(=N1)C=CC(=C2)C(F)(F)F)O (2-(hydroxymethyl)-4-methoxy-6-(5-(trifluoromethyl)-2H-benzo[d][1,2,3]triazol-2-yl)phenol). Isolated yield 31.3%. Reaction SMILES: [OH:1][CH2:2][C:3]1[CH:8]=[C:7]([O:9][CH3:10])[CH:6]=[C:5]([N:11]=[N:12][C:13]2[CH:18]=[CH:17][C:16]([C:19]([F:22])([F:21])[F:20])=[CH:15][C:14]=2[N+:23]([O-])=O)[C:4]=1[OH:26].[OH-].[Na+].C(S(O)=O)(N)=N>O.C(O)CC>[OH:1][CH2:2][C:3]1[CH:8]=[C:7]([O:9][CH3:10])[CH:6]=[C:5]([N:11]2[N:12]=[C:13]3[CH:18]=[CH:17][C:16]([C:19]([F:22])([F:21])[F:20])=[CH:15][C:14]3=[N:23]2)[C:4]=1[OH:26] |f:1.2|. Reported procedure: In a 250 ml round bottom flask equipped with a magnetic stirrer was added 7.70 g (20.7 mmol) 2-(hydroxymethyl)-4-methoxy-6-((2-nitro-4-(trifluoromethyl)phenyl)diazenyl)-phenol from Example 2 part 1, 25 ml deionized water, 1.85 g sodium hydroxide, and 80 ml 1-propanol. The mixture was heated to 80° C. and 6.55 g (60.6 mmol) formamidine sulfinic acid (Aldrich) was added slowly and concurrently with a solution of 3.0 g NaOH in 50 ml deionized water. The reaction mixture was heated at 80° C. for 2 h... Reactants: C(C)OC(=O)C1C(N(C2=CC=C(C=C12)C(C1=CC=CC=C1)=O)CC)=O (5-benzoyl-1-ethyl-2-oxo-2,3-dihydro-1H-indole-3-carboxylic acid ethyl ester), NC=1C=C(C(=O)NC2=CC=CC=C2)C=CC1 (3-amino-N-phenyl-benzamide). Product: C1(=CC=CC=C1)NC(=O)C=1C=C(C=CC1)NC(=O)C1C(N(C2=CC=C(C=C12)C(C1=CC=CC=C1)=O)CC)=O (5-Benzoyl-1-ethyl-2-oxo-2,3-dihydro-1H-indole-3-carboxylic acid (3-phenylcarbamoyl-phenyl)-amide). RXN SMILES: C([O:3][C:4]([CH:6]1[C:14]2[C:9](=[CH:10][CH:11]=[C:12]([C:15](=[O:22])[C:16]3[CH:21]=[CH:20][CH:19]=[CH:18][CH:17]=3)[CH:13]=2)[N:8]([CH2:23][CH3:24])[C:7]1=[O:25])=O)C.[NH2:26][C:27]1[CH:28]=[C:29]([CH:39]=[CH:40][CH:41]=1)[C:30]([NH:32][C:33]1[CH:38]=[CH:37][CH:36]=[CH:35][CH:34]=1)=[O:31]>>[C:33]1([NH:32][C:30]([C:29]2[CH:28]=[C:27]([NH:26][C:4]([CH:6]3[C:14]4[C:9](=[CH:10][CH:11]=[C:12]([C:15](=[O:22])[C:16]5[CH:17]=[CH:18][CH:19]=[CH:20][CH:21]=5)[CH:13]=4)[N:8]([CH2:23][CH3:24])[C:7]3=[O:25])=[O:3])[CH:41]=[CH:40][CH:39]=2)=[O:31])[CH:38]=[CH:37][CH:36]=[CH:35][CH:34]=1. Reported procedure: Prepared as in Example 1, Step A, from 5-benzoyl-1-ethyl-2-oxo-2,3-dihydro-1H-indole-3-carboxylic acid ethyl ester (U.S. Pat. No. 4,686,224) and 3-amino-N-phenyl-benzamide. Purified by trituration in ethyl acetate/hexanes. mp 129-135° C. The reactants are 215, C(C)(C)(C1=CC=CC=C1)C1=C(C=CC=C1)O (cumylphenol), C1=CC=CC=C1 (benzene), C(C1=CC=CC=C1)(=O)Cl (benzoyl chloride). The solvent is C(C)N(CC)CC (triethylamine). Yields the product C(C1=CC=CC=C1)(=O)OC1=C(C=CC=C1)C(C)(C)C1=CC=CC=C1 (Cumylphenyl benzoate). As a reaction SMILES: [C:1]([C:10]1[CH:15]=[CH:14][CH:13]=[CH:12][C:11]=1[OH:16])([C:4]1[CH:9]=[CH:8][CH:7]=[CH:6][CH:5]=1)([CH3:3])[CH3:2].C1C=CC=CC=1.[C:23](Cl)(=[O:30])[C:24]1[CH:29]=[CH:28][CH:27]=[CH:26][CH:25]=1>C(N(CC)CC)C>[C:23]([O:16][C:11]1[CH:12]=[CH:13][CH:14]=[CH:15][C:10]=1[C:1]([C:4]1[CH:9]=[CH:8][CH:7]=[CH:6][CH:5]=1)([CH3:3])[CH3:2])(=[O:30])[C:24]1[CH:29]=[CH:28][CH:27]=[CH:26][CH:25]=1. Procedure: Cumylphenyl benzoate is prepared in accordance with the following procedure: one mole of cumylphenol was dissolved in 600 ml of benzene containing 1.2 moles of triethylamine in a 2-liter stirred glass reactor equipped with external heating and cooling devices. The reaction mass was cooled to and maintained at 15°-20° C. during the addition of 1.1 moles of benzoyl chloride over a period of 1.5 hours. After completion of addition, the resulting slurry was heated to and maintained at 40°-45° C. for...